This data is from the Open Reaction Database (ORD), a public repository of structured organic reaction records. The task is: describe an organic reaction: reactants, conditions, products, and yield Starting materials: BrC1=C(C=CC=C1C)CC(=O)OCC (Ethyl 2-(2-bromo-3-methylphenyl)acetate), O (water), O (water), [OH-].[Na+] (sodium hydroxide). The solvent is O1CCCC1 (tetrahydrofuran), O1CCCC1 (tetrahydrofuran). Reaction conditions: time 4 hour. Product: BrC1=C(C=CC=C1C)CCO (2-(2-bromo-3-methylphenyl)-1-ethanol). The yield is 98.6%. Reaction SMILES: [Br:1][C:2]1[C:7]([CH3:8])=[CH:6][CH:5]=[CH:4][C:3]=1[CH2:9][C:10](OCC)=[O:11].O.[OH-].[Na+]>O1CCCC1>[Br:1][C:2]1[C:7]([CH3:8])=[CH:6][CH:5]=[CH:4][C:3]=1[CH2:9][CH2:10][OH:11] |f:2.3|. Reported procedure: LiAIH4 (3.1 g, 0.083 mol) was suspended in dry tetrahydrofuran (100 ml) in argon atmosphere. Ethyl 2-(2-bromo-3-methylphenyl)acetate (8.5 g, 0.033 mol) solved in dry tetrahydrofuran (50 ml) was added and the mixture was stirred at room temperature for 4 h. The mixture was cooled on ice and 3.1 ml of water was added dropwise, followed by 3.1 ml of 15% sodium hydroxide and then 9.3 ml of water. After 15 h. the solids were removed by filtration and washed thoroughly with tetrahydrofuran. The filtra... RXN SMILES: [CH2:1]([CH3:2])[N:3]=[C:4]=[O:5].[CH3:6][N:7]([c:8]1[cH:9][cH:10][cH:11][cH:12][n:13]1)[CH3:14].[NH2:15][c:16]1[nH:17][cH:18][c:19](-[c:24]2[cH:25][cH:26][c:27]([N+:30](=[O:31])[O-:32])[cH:28][cH:29]2)[c:20]1[C:21](=[O:22])[NH2:23].[O:33]1[CH2:34][CH2:35][CH2:36][CH2:37]1.[OH2:38]>>[CH2:1]([CH3:2])[NH:3][C:4](=[O:5])[NH:15][c:16]1[nH:17][cH:18][c:19](-[c:24]2[cH:25][cH:26][c:27]([N+:30](=[O:31])[O-:32])[cH:28][cH:29]2)[c:20]1[C:21](=[O:22])[NH2:23]. The reactants are CCN=C=O, CN(C)c1ccccn1, NC(=O)c1c(-c2ccc([N+](=O)[O-])cc2)c[nH]c1N, C1CCOC1, O. The product is CCNC(=O)Nc1[nH]cc(-c2ccc([N+](=O)[O-])cc2)c1C(N)=O. Starting materials: [K+], C1COCCO1, [OH-], CCOC(=O)CC(C)(c1ccccc1)c1ccccc1. The product is CC(CC(=O)O)(c1ccccc1)c1ccccc1. Reaction SMILES: [K+:22].[O:23]1[CH2:24][CH2:25][O:26][CH2:27][CH2:28]1.[OH-:21].[c:1]1([C:7]([CH2:8][C:9](=[O:10])[O:11][CH2:12][CH3:13])([CH3:14])[c:15]2[cH:16][cH:17][cH:18][cH:19][cH:20]2)[cH:2][cH:3][cH:4][cH:5][cH:6]1>>[c:1]1([C:7]([CH2:8][C:9](=[O:10])[OH:11])([CH3:14])[c:15]2[cH:16][cH:17][cH:18][cH:19][cH:20]2)[cH:2][cH:3][cH:4][cH:5][cH:6]1. The reactants are Cn1cc(C=O)cn1, CC(=O)[O-], CN(C)C=O, CCOC(=O)CP(=O)(OCC)OCC, [H-], [NH4+], [Na+]. Yields the product CCOC(=O)C=Cc1cnn(C)c1. Reaction SMILES: [CH3:1][n:2]1[n:3][cH:4][c:5]([CH:7]=[O:8])[cH:6]1.[CH3:26][C:27](=[O:28])[O-:29].[CH3:30][N:31]([CH3:32])[CH:33]=[O:34].[CH3:9][CH2:10][O:11][C:12](=[O:13])[CH2:14][P:15]([O:16][CH2:17][CH3:18])([O:19][CH2:20][CH3:21])=[O:22].[H-:23].[NH4+:25].[Na+:24]>>[CH3:1][n:2]1[n:3][cH:4][c:5]([CH:7]=[CH:14][C:12]([O:11][CH2:10][CH3:9])=[O:13])[cH:6]1. Reactants: [Ag+2], COC(=O)c1c(O)nc(C)c2cc(OC)c(OC)cc12, O=C([O-])[O-], CN(C)C=O, CCI. Yields the product CCOc1nc(C)c2cc(OC)c(OC)cc2c1C(=O)OC. RXN SMILES: [Ag+2:33].[C:1](=[O:2])([O:3][CH3:4])[c:5]1[c:6]([OH:20])[n:7][c:8]([CH3:19])[c:9]2[cH:10][c:11]([O:17][CH3:18])[c:12]([O:15][CH3:16])[cH:13][c:14]12.[C:29](=[O:30])([O-:31])[O-:32].[CH3:24][N:25]([CH3:26])[CH:27]=[O:28].[I:21][CH2:22][CH3:23]>>[C:1](=[O:2])([O:3][CH3:4])[c:5]1[c:6]([O:20][CH2:22][CH3:23])[n:7][c:8]([CH3:19])[c:9]2[cH:10][c:11]([O:17][CH3:18])[c:12]([O:15][CH3:16])[cH:13][c:14]12. The reactants are C(C)(=O)OC(C(C(C(CO)OC(C)=O)OC(C)=O)OC(C)=O)C(COCCOCCN=[N+]=[N-])=O (2,3,4-triacetoxy-1-{2-[2-(2-azido-ethoxy)ethoxy]acetyl}-5-hydroxypentyl acetate). Reagents/catalysts: [Ni] (Raney-Nickel). Run in C(C)O (ethanol). Run at time 4 hour. The product is C(C)(=O)OC(C(C(C(CO)OC(C)=O)OC(C)=O)OC(C)=O)C(COCCOCCN)=O (2,3,4-Triacetoxy-1-{2-[2-(2-aminoethoxy)ethoxy]acetyl}-5-hydroxypentyl acetate). Reaction SMILES: [C:1]([O:4][CH:5]([C:23](=[O:34])[CH2:24][O:25][CH2:26][CH2:27][O:28][CH2:29][CH2:30][N:31]=[N+]=[N-])[CH:6]([O:19][C:20](=[O:22])[CH3:21])[CH:7]([O:15][C:16](=[O:18])[CH3:17])[CH:8]([O:11][C:12](=[O:14])[CH3:13])[CH2:9][OH:10])(=[O:3])[CH3:2]>C(O)C.[Ni]>[C:1]([O:4][CH:5]([C:23](=[O:34])[CH2:24][O:25][CH2:26][CH2:27][O:28][CH2:29][CH2:30][NH2:31])[CH:6]([O:19][C:20](=[O:22])[CH3:21])[CH:7]([O:15][C:16](=[O:18])[CH3:17])[CH:8]([O:11][C:12](=[O:14])[CH3:13])[CH2:9][OH:10])(=[O:3])[CH3:2]. Procedure: In a hydrogenation apparatus, a suspension of 1.12 g of 2,3,4-triacetoxy-1-{2-[2-(2-azido-ethoxy)ethoxy]acetyl}-5-hydroxypentyl acetate and 1.0 g of Raney-Nickel in 100 ml of ethanol is shaken under an atmosphere of hydrogen for 4 h. The reaction solution is filtered and concentrated. The residue contains 23: The reactants are FC1=CC=C(C=C1)CCO (2-(4-fluorophenyl)-ethanol), [H-].[Na+] (sodium hydride), CN(C)C=O (DMF), C(CCC)N=CC=1C=C2C(=CC=NC2=CC1)Cl (butyl (4-chloroquinolin-6-ylmethylene)-amine), CN(C)C=O (DMF). The solvent is [Cl-].[NH4+] (ammonium chloride). Conditions: time 15 minute. Product: FC1=CC=C(C=C1)CCOC1=CC=NC2=CC=C(C=C12)C=O (4-[2-(4-fluorophenyl)-ethoxy]-quinoline-6-carbaldehyde). Isolated yield 11.9%. As a reaction SMILES: [F:1][C:2]1[CH:7]=[CH:6][C:5]([CH2:8][CH2:9][OH:10])=[CH:4][CH:3]=1.[H-].[Na+].C(N=[CH:18][C:19]1[CH:20]=[C:21]2[C:26](=[CH:27][CH:28]=1)[N:25]=[CH:24][CH:23]=[C:22]2Cl)CCC.CN(C=[O:34])C>[Cl-].[NH4+]>[F:1][C:2]1[CH:7]=[CH:6][C:5]([CH2:8][CH2:9][O:10][C:22]2[C:21]3[C:26](=[CH:27][CH:28]=[C:19]([CH:18]=[O:34])[CH:20]=3)[N:25]=[CH:24][CH:23]=2)=[CH:4][CH:3]=1 |f:1.2,5.6|. Reported procedure: To a solution of 2-(4-fluorophenyl)-ethanol (350 mg, 2.42 mmol) in DMF (15 mL) was added sodium hydride (69.75 mg, 2.91 mmol) at 0° C. and stirred for 15 min at this temperature. Then, a solution of butyl (4-chloroquinolin-6-ylmethylene)-amine (preparation was described in example 27b) (239 mg, 0.97 mmol) in DMF (2.5 mL) was added at 0° C. After addition, the reaction mixture was allowed to warm to room temperature and stirred for 15 h. Then, the mixture was diluted with saturated ammonium chlor... Reaction SMILES: [H-].[Na+].Cl.[NH2:4][C:5]1[C:20]([Cl:21])=[CH:19][C:8]([C:9]([NH:11][CH2:12][CH2:13][N:14]([CH2:17][CH3:18])[CH2:15][CH3:16])=[O:10])=[C:7]([OH:22])[CH:6]=1.Br[CH2:24][C:25]([O:27][CH3:28])=[O:26]>CN(C=O)C>[NH2:4][C:5]1[C:20]([Cl:21])=[CH:19][C:8]([C:9]([NH:11][CH2:12][CH2:13][N:14]([CH2:15][CH3:16])[CH2:17][CH3:18])=[O:10])=[C:7]([O:22][CH2:24][C:25]([O:27][CH3:28])=[O:26])[CH:6]=1 |f:0.1,2.3|. The yield is 67.6%. Procedure: To a stirred suspension of sodium hydride (420 mg of 60%, 10.5 mmoles) of DMF (10 ml) was added 4-amino-5-chloro-N-[2-(diethylamino)ethyl]-2-hydroxybenzamide hydrochloride (1.612 g, 5 mmoles) and the mixture stirred for 20 minutes, followed by cooling (ice water) and addition of methyl bromoacetate (832 mg, 5.44 mmoles). The mixture was stirred for 20 minutes in the cold and another 10 minutes at ambient temperature followed by pouring into 70 ml of ice-cold water. A separated solid was filtered... Starting materials: ice, [H-].[Na+] (sodium hydride), Cl.NC1=CC(=C(C(=O)NCCN(CC)CC)C=C1Cl)O (4-amino-5-chloro-N-[2-(diethylamino)ethyl]-2-hydroxybenzamide hydrochloride), ice water, BrCC(=O)OC (methyl bromoacetate). The solvent is CN(C)C=O (DMF). Run at time 20 minute. Yields the product NC1=CC(=C(C(=O)NCCN(CC)CC)C=C1Cl)OCC(=O)OC (4-Amino-5-chloro-N-[2-(diethylamino)ethyl]-2-(2-methoxy-2-oxoethoxy)benzamide). Reported procedure: TFAA (15 mg, 0.069 mmol) was slowly added to a 0° C. solution of Example 29 (27 mg, 0.034 mmol) and TEA (12.2 mg, 0.121 mmol) in DCM (0.25 mL). The reaction mixture was then stirred at rt for 1.5 hr. The reaction mixture was concentrated and the residue was partitioned between EtOAc and 10% aqueous Na2CO3. The organic phase was isolated, washed with saturated aqueous NaCl, dried over MgSO4, filtered and concentrated. The crude product was purified by RP prep-HPLC (Method A) to give dimethyl (4S,... The yield is 52.9%. Run at time 1.5 hour. The product is C(C1=CC=CC=C1)[C@H](C(=O)N[C@@H]1C(N2[C@@H](SCC1)CCC[C@H]2C(=O)OC)=O)CC[C@@H](C(=O)N[C@@H]2C(N1[C@@H](SCC2)CCC[C@H]1C(=O)OC)=O)CC#N (dimethyl (4S,7S,10aS,4′S,7′S,10a′S)-4,4′-(((2R,5R)-2-benzyl-5-(cyanomethyl)-1,6-dioxo-1,6-hexanediyl)diimino)bis(5-oxooctahydro-7H-pyrido[2,1-b][1,3]thiazepine-7-carboxylate)). As a reaction SMILES: C(OC(C(F)(F)F)=O)(C(F)(F)F)=O.[NH2:14][C:15](=O)[CH2:16][C@H:17]([C:47](=[O:65])[NH:48][C@H:49]1[CH2:55][CH2:54][S:53][C@H:52]2[CH2:56][CH2:57][CH2:58][C@@H:59]([C:60]([O:62][CH3:63])=[O:61])[N:51]2[C:50]1=[O:64])[CH2:18][CH2:19][C@H:20]([CH2:40][C:41]1[CH:46]=[CH:45][CH:44]=[CH:43][CH:42]=1)[C:21]([NH:23][C@H:24]1[CH2:30][CH2:29][S:28][C@H:27]2[CH2:31][CH2:32][CH2:33][C@@H:34]([C:35]([O:37][CH3:38])=[O:36])[N:26]2[C:25]1=[O:39])=[O:22]>C(Cl)Cl>[CH2:40]([C@@H:20]([CH2:19][CH2:18][C@H:17]([CH2:16][C:15]#[N:14])[C:47]([NH:48][C@H:49]1[CH2:55][CH2:54][S:53][C@H:52]2[CH2:56][CH2:57][CH2:58][C@@H:59]([C:60]([O:62][CH3:63])=[O:61])[N:51]2[C:50]1=[O:64])=[O:65])[C:21]([NH:23][C@H:24]1[CH2:30][CH2:29][S:28][C@H:27]2[CH2:31][CH2:32][CH2:33][C@@H:34]([C:35]([O:37][CH3:38])=[O:36])[N:26]2[C:25]1=[O:39])=[O:22])[C:41]1[CH:42]=[CH:43][CH:44]=[CH:45][CH:46]=1. The solvent is C(Cl)Cl (DCM). The reactants are C(=O)(C(F)(F)F)OC(=O)C(F)(F)F (TFAA), NC(C[C@@H](CC[C@@H](C(=O)N[C@@H]1C(N2[C@@H](SCC1)CCC[C@H]2C(=O)OC)=O)CC2=CC=CC=C2)C(N[C@@H]2C(N1[C@@H](SCC2)CCC[C@H]1C(=O)OC)=O)=O)=O (methyl (4S,7S,10aS)-4-(((2R,5R)-7-amino-2-benzyl-5-(((4S,7S,10aS)-7-(methoxycarbonyl)-5-oxooctahydro-7H-pyrido[2,1-b][1,3]thiazepin-4-yl)carbamoyl)-7-oxoheptanoyl)amino)-5-oxooctahydro-7H-pyrido[2,1-b][1,3]thiazepine-7-carboxylate), TEA. Reactants: CO, COC(=O)c1nc(Cl)cc(Br)c1N, [Na+], [OH-]. Product: Nc1c(Br)cc(Cl)nc1C(=O)O. Reaction SMILES: [CH3:14][OH:15].[CH3:1][O:2][C:3](=[O:4])[c:5]1[n:6][c:7]([Cl:13])[cH:8][c:9]([Br:12])[c:10]1[NH2:11].[Na+:17].[OH-:16]>>[O:2]=[C:3]([OH:4])[c:5]1[n:6][c:7]([Cl:13])[cH:8][c:9]([Br:12])[c:10]1[NH2:11].